This data is from the Open Reaction Database (ORD), a public repository of structured organic reaction records. The task is: describe an organic reaction: reactants, conditions, products, and yield The reactants are Brc1cccc2cn[nH]c12, O=C([O-])[O-], COCCOC, OB(O)c1ccc(Cl)cc1Cl, [Na+], [Na+], [Pd], c1ccc(P(c2ccccc2)c2ccccc2)cc1, c1ccc(P(c2ccccc2)c2ccccc2)cc1, c1ccc(P(c2ccccc2)c2ccccc2)cc1, c1ccc(P(c2ccccc2)c2ccccc2)cc1. Yields the product Clc1ccc(-c2cccc3cn[nH]c23)c(Cl)c1. Reaction SMILES: [Br:1][c:2]1[cH:3][cH:4][cH:5][c:6]2[cH:7][n:8][nH:9][c:10]12.[C:22](=[O:23])([O-:24])[O-:25].[CH3:28][O:29][CH2:30][CH2:31][O:32][CH3:33].[Cl:11][c:12]1[c:13]([B:19]([OH:20])[OH:21])[cH:14][cH:15][c:16]([Cl:18])[cH:17]1.[Na+:26].[Na+:27].[Pd:34].[c:35]1([P:36]([c:37]2[cH:38][cH:39][cH:40][cH:41][cH:42]2)[c:43]2[cH:44][cH:45][cH:46][cH:47][cH:48]2)[cH:49][cH:50][cH:51][cH:52][cH:53]1.[c:54]1([P:55]([c:56]2[cH:57][cH:58][cH:59][cH:60][cH:61]2)[c:62]2[cH:63][cH:64][cH:65][cH:66][cH:67]2)[cH:68][cH:69][cH:70][cH:71][cH:72]1.[c:73]1([P:74]([c:75]2[cH:76][cH:77][cH:78][cH:79][cH:80]2)[c:81]2[cH:82][cH:83][cH:84][cH:85][cH:86]2)[cH:87][cH:88][cH:89][cH:90][cH:91]1.[c:92]1([P:93]([c:94]2[cH:95][cH:96][cH:97][cH:98][cH:99]2)[c:100]2[cH:101][cH:102][cH:103][cH:104][cH:105]2)[cH:106][cH:107][cH:108][cH:109][cH:110]1>>[c:2]1(-[c:13]2[c:12]([Cl:11])[cH:17][c:16]([Cl:18])[cH:15][cH:14]2)[cH:3][cH:4][cH:5][c:6]2[cH:7][n:8][nH:9][c:10]12. Starting materials: C(C1=CC=CC=C1)OC(NCC1C(C2C(C(C1)C2)(C)C)=C)=O ((6,6-Dimethyl-2-methylene-bicyclo[3.1.1]hept-3-ylmethyl)-carbamic acid benzyl ester), O.O.C[N+](C)(C)[O-] (trimethylamine N-oxide dihydrate). Reagents/catalysts: [Os](=O)(=O)(=O)=O (osmium tetroxide). Solvent: C(Cl)Cl (CH2Cl2). Run at time 16 hour. Yields the product C(C1=CC=CC=C1)OC(NCC1C(C2C(C(C1)C2)(C)C)(CO)O)=O ((2-Hydroxy-2-hydroxymethyl-6,6-dimethyl-bicyclo[3.1.1]hept-3-ylmethyl)-carbamic acid benzyl ester). The yield is 61.9%. Reaction SMILES: [CH2:1]([O:8][C:9](=[O:22])[NH:10][CH2:11][CH:12]1[CH2:17][CH:16]2[CH2:18][CH:14]([C:15]2([CH3:20])[CH3:19])[C:13]1=[CH2:21])[C:2]1[CH:7]=[CH:6][CH:5]=[CH:4][CH:3]=1.[OH2:23].[OH2:24].C[N+]([O-])(C)C>C(Cl)Cl.[Os](=O)(=O)(=O)=O>[CH2:1]([O:8][C:9](=[O:22])[NH:10][CH2:11][CH:12]1[CH2:17][CH:16]2[CH2:18][CH:14]([C:15]2([CH3:19])[CH3:20])[C:13]1([OH:24])[CH2:21][OH:23])[C:2]1[CH:3]=[CH:4][CH:5]=[CH:6][CH:7]=1 |f:1.2.3|. Reported procedure: (6,6-Dimethyl-2-methylene-bicyclo[3.1.1]hept-3-ylmethyl)-carbamic acid benzyl ester (2.19 g, 7.32 mmol), prepared in step B of example 47, was dissolved in CH2Cl2 (50 ml). To this solution was added trimethylamine N-oxide dihydrate (894 mg, 8.79 mmol) and osmium tetroxide (136 mg, 0.535 mmol). The solution was stirred at ambient temperature for 16 hours after which time the reaction was concentrated under vacuum and chromatographed on silica gel using a gradient starting with 30% ethyl acetate i... Reactants: CC=1C=CC2=C(N=C(N=C2)SC)N1 (7-methyl-2-(methylthio)pyrido[2,3-d]pyrimidine), COCCN (2-methoxyethanamine). Solvent: CCOC(=O)C (EtOAc). Yields the product COCCNC=1N=CC2=C(N1)N=C(C=C2)C (N-(2-methoxyethyl)-7-methylpyrido[2,3-d]pyrimidin-2-amine). The yield is 91.0%. As a reaction SMILES: [CH3:1][C:2]1[CH:3]=[CH:4][C:5]2[CH:10]=[N:9][C:8](SC)=[N:7][C:6]=2[N:13]=1.[CH3:14][O:15][CH2:16][CH2:17][NH2:18]>CCOC(C)=O>[CH3:14][O:15][CH2:16][CH2:17][NH:18][C:8]1[N:9]=[CH:10][C:5]2[CH:4]=[CH:3][C:2]([CH3:1])=[N:13][C:6]=2[N:7]=1. Reported procedure: Heat a solution of 7-methyl-2-(methylthio)pyrido[2,3-d]pyrimidine (2.6 g, 13.6 mmol) and 2-methoxyethanamine (6 mL) with microwave irradiation at 180° C. for 2 h. Cool the mixture to RT, dissolve in EtOAc, wash with water, then brine, dry over Na2SO4 and concentrate under reduced pressure to give N-(2-methoxyethyl)-7-methylpyrido[2,3-d]pyrimidin-2-amine (2.7 g, 91%). Treat a solution of N-(2-methoxyethyl)-7-methylpyrido[2,3-d]pyrimidin-2-amine (2.35 g, 10.7 mmol) in THF (100 mL) portion wise wit... Starting materials: C(CC(O)(C(=O)O)CC(=O)O)(=O)O (citric acid), [Si](C)(C)(C(C)(C)C)OCC1=C(C(=NC(=C1Br)C(F)(F)F)OC)Br (4-[[[tert-Butyl(dimethyl)silyl]oxy]methyl]-3,5-dibromo-2-methoxy-6-(trifluoromethyl)pyridine), C1(=CC=CC=C1)[Li] (phenyllithium), C1CCCCC1 (cyclohexane). Solvent: C1CCOC1 (THF), O1CCCC1 (tetrahydrofuran), C(C)OCC (ethyl ether). Reaction conditions: time 5 minute. Product: BrC=1C(=NC(=CC1CO[Si](C)(C)C(C)(C)C)C(F)(F)F)OC (3-Bromo-4-[[[tert-butyl(dimethyl)silyl]oxy]methyl]-2-methoxy-6-(trifluoromethyl)pyridine). As a reaction SMILES: [Si:1]([O:8][CH2:9][C:10]1[C:15](Br)=[C:14]([C:17]([F:20])([F:19])[F:18])[N:13]=[C:12]([O:21][CH3:22])[C:11]=1[Br:23])([C:4]([CH3:7])([CH3:6])[CH3:5])([CH3:3])[CH3:2].C1([Li])C=CC=CC=1.C1CCCCC1.C(O)(=O)CC(CC(O)=O)(C(O)=O)O>O1CCCC1.C(OCC)C>[Br:23][C:11]1[C:12]([O:21][CH3:22])=[N:13][C:14]([C:17]([F:18])([F:19])[F:20])=[CH:15][C:10]=1[CH2:9][O:8][Si:1]([C:4]([CH3:6])([CH3:7])[CH3:5])([CH3:3])[CH3:2]. Procedure: To a solution of the compound from Step E above (2.68 g, 3.41 mmol) in tetrahydrofuran (50 mL) at −78° C. was added 2.0M phenyllithium in cyclohexane (1.70 mL, 3.41 mmol). After the reaction was stirred for 5 min, 10% citric acid in THF was added. The mixture was diluted with ethyl ether, washed sequentially with water and saturated brine, dried over sodium sulfate and concentrated. The residue was purified by flash chromatography (silica gel; 10 to 15% ethyl acetate/hexanes gradient elution) to... Product: NC=1C=C(C(=O)C2=CN(C3=CC=CC=C23)CCCC(=O)O)C=CC1 (4-[3-(3-aminobenzoyl)indol-1-yl]butyric acid). Reported procedure: A mixture of 4-[3-(3-nitrobenzoyl)indol-1-yl]butyric acid (1.20 g), 10% palladium on carbon (300 mg), methanol (12 ml) and 1,4-dioxane (12 ml) was stirred under hydrogen atmosphere (3 atm) at 25° C. for 45 minutes. The mixture was filtered and the filtrate was evaporated to give 4-[3-(3-aminobenzoyl)indol-1-yl]butyric acid (982 mg) as yellow oil. Reaction conditions: temperature 25 celsius, time 45 minute. The solvent is O1CCOCC1 (1,4-dioxane). RXN SMILES: [N+:1]([C:4]1[CH:5]=[C:6]([CH:24]=[CH:25][CH:26]=1)[C:7]([C:9]1[C:17]2[C:12](=[CH:13][CH:14]=[CH:15][CH:16]=2)[N:11]([CH2:18][CH2:19][CH2:20][C:21]([OH:23])=[O:22])[CH:10]=1)=[O:8])([O-])=O.CO>[Pd].O1CCOCC1>[NH2:1][C:4]1[CH:5]=[C:6]([CH:24]=[CH:25][CH:26]=1)[C:7]([C:9]1[C:17]2[C:12](=[CH:13][CH:14]=[CH:15][CH:16]=2)[N:11]([CH2:18][CH2:19][CH2:20][C:21]([OH:23])=[O:22])[CH:10]=1)=[O:8]. Isolated yield 89.4%. The reactants are [N+](=O)([O-])C=1C=C(C(=O)C2=CN(C3=CC=CC=C23)CCCC(=O)O)C=CC1 (4-[3-(3-nitrobenzoyl)indol-1-yl]butyric acid), CO (methanol). Reagents/catalysts: [Pd] (palladium on carbon). Starting materials: OCC1=C2C(C(NC2=CC=C1)=O)SC (4-hydroxymethyl-3-methylsulfanyl-1,3-dihydro-indol-2-one), [Si](C)(C)(C(C)(C)C)Cl (t-butyldimethylsilyl chloride), N1C=NC=C1 (imidazole). The solvent is CN(C)C=O (DMF), CCCCCC (hexane), CCOC(=O)C (EtOAc). Run at time 24 hour. Yields the product CSC1C(NC2=CC=CC(=C12)CO[Si](C)(C)C(C)(C)C)=O (3-methylsulfanyl-4-(t-butyldimethylsilyloxy)methyl-1,3-dihydro-indol-2-one). Isolated yield 95.1%. Reaction SMILES: [OH:1][CH2:2][C:3]1[CH:11]=[CH:10][CH:9]=[C:8]2[C:4]=1[CH:5]([S:13][CH3:14])[C:6](=[O:12])[NH:7]2.[Si:15](Cl)([C:18]([CH3:21])([CH3:20])[CH3:19])([CH3:17])[CH3:16].N1C=CN=C1>CN(C=O)C.CCCCCC.CCOC(C)=O>[CH3:14][S:13][CH:5]1[C:4]2[C:8](=[CH:9][CH:10]=[CH:11][C:3]=2[CH2:2][O:1][Si:15]([C:18]([CH3:21])([CH3:20])[CH3:19])([CH3:17])[CH3:16])[NH:7][C:6]1=[O:12]. Procedure: A solution of 0.82 g (3.9 mmol) of 4-hydroxymethyl-3-methylsulfanyl-1,3-dihydro-indol-2-one in DMF (20 mL) was treated with 0.65 g (4.3 mmol) of t-butyldimethylsilyl chloride and 0.3 g (4.4 mmol) of imidazole and stirred for 24 h. The solution was diluted with 75 mL of hexane and 75 mL of EtOAc. The organic phase was washed with brine, dried over MgSO4 and concentrated to give 1.2 g (95%) of 3-methylsulfanyl-4-(t-butyldimethylsilyloxy)methyl-1,3-dihydro-indol-2-one as a clear oil which crystalli... Starting materials: CSC=1N(C(C2=C(N1)NC(C=C2)=O)=O)C2=CC=C(C=C2)OCC(F)(F)F (2-(Methylsulfanyl)-3-[4-(2,2,2-trifluoroethoxy)phenyl]pyrido[2,3-d]pyrimidine-4,7(3H,8H)-dione), C(C)(=O)O (acetic acid). Run in O (water), O (water). Run at time 1 hour. The product is CS(=O)C=1N(C(C2=C(N1)NC(C=C2)=O)=O)C2=CC=C(C=C2)OCC(F)(F)F (2-(methylsulfinyl)-3-[4-(2,2,2-trifluoroethoxy)phenyl]pyrido[2,3-d]pyrimidine-4,7(3H,8H)-dione). Reaction SMILES: [CH3:1][S:2][C:3]1[N:4]([C:15]2[CH:20]=[CH:19][C:18]([O:21][CH2:22][C:23]([F:26])([F:25])[F:24])=[CH:17][CH:16]=2)[C:5](=[O:14])[C:6]2[CH:12]=[CH:11][C:10](=[O:13])[NH:9][C:7]=2[N:8]=1.C(O)(=[O:29])C>O>[CH3:1][S:2]([C:3]1[N:4]([C:15]2[CH:16]=[CH:17][C:18]([O:21][CH2:22][C:23]([F:24])([F:26])[F:25])=[CH:19][CH:20]=2)[C:5](=[O:14])[C:6]2[CH:12]=[CH:11][C:10](=[O:13])[NH:9][C:7]=2[N:8]=1)=[O:29]. Reported procedure: 2-(Methylsulfanyl)-3-[4-(2,2,2-trifluoroethoxy)phenyl]pyrido[2,3-d]pyrimidine-4,7(3H,8H)-dione (505 mg) was dissolved in acetic acid (12 ml), and a solution of oxoso (registered mark) (1.05 g) in water (3 ml) was added thereto, and the mixture was stirred at room temperature for 1 hr. To the reaction mixture was added water (50 ml), and the white precipitate was collected by filtration, and washed with diisopropyl ether. The obtained solid was dried under reduced pressure, and subjected to azeot...